From a dataset of the Open Reaction Database (ORD), a public repository of structured organic reaction records. describe an organic reaction: reactants, conditions, products, and yield Starting materials: BrB(Br)Br, COc1c(C)c(C)c2c(c1C)CC1(CCC1)CN2c1ccc(Cl)cc1, ClCCl. Product: Cc1c(C)c2c(c(C)c1O)CC1(CCC1)CN2c1ccc(Cl)cc1. RXN SMILES: [B:26]([Br:27])([Br:28])[Br:29].[Cl:1][c:2]1[cH:3][cH:4][c:5]([N:8]2[CH2:9][C:10]3([CH2:11][CH2:12][CH2:13]3)[CH2:14][c:15]3[c:16]([CH3:25])[c:17]([O:23][CH3:24])[c:18]([CH3:22])[c:19]([CH3:21])[c:20]32)[cH:6][cH:7]1.[Cl:30][CH2:31][Cl:32]>>[Cl:1][c:2]1[cH:3][cH:4][c:5]([N:8]2[CH2:9][C:10]3([CH2:11][CH2:12][CH2:13]3)[CH2:14][c:15]3[c:16]([CH3:25])[c:17]([OH:23])[c:18]([CH3:22])[c:19]([CH3:21])[c:20]32)[cH:6][cH:7]1. Reactants: [Br-], O=C1CCC2CCCCC2C1, CCOCC, C[P+](c1ccccc1)(c1ccccc1)c1ccccc1, [Cl-], [NH4+]. Product: C=C1CCC2CCCCC2C1. Reaction SMILES: [Br-:19].[CH2:1]1[C:2](=[O:11])[CH2:3][CH2:4][CH:5]2[CH2:6][CH2:7][CH2:8][CH2:9][CH:10]12.[CH3:14][CH2:15][O:16][CH2:17][CH3:18].[CH3:20][P+:21]([c:22]1[cH:23][cH:24][cH:25][cH:26][cH:27]1)([c:28]1[cH:29][cH:30][cH:31][cH:32][cH:33]1)[c:34]1[cH:35][cH:36][cH:37][cH:38][cH:39]1.[Cl-:12].[NH4+:13]>>[CH2:1]1[C:2](=[CH2:14])[CH2:3][CH2:4][CH:5]2[CH2:6][CH2:7][CH2:8][CH2:9][CH:10]12. The reactants are OCc1ccc(Cl)cc1Cc1ccccc1, ClCCl, O=[Cr](=O)([O-])Cl, c1cc[nH+]cc1. The product is O=Cc1ccc(Cl)cc1Cc1ccccc1. Reaction SMILES: [CH2:12]([c:13]1[cH:14][cH:15][cH:16][cH:17][cH:18]1)[c:19]1[c:20]([CH2:21][OH:22])[cH:23][cH:24][c:25]([Cl:27])[cH:26]1.[CH2:28]([Cl:29])[Cl:30].[O:1]=[Cr:2]([Cl:3])([O-:4])=[O:5].[nH+:6]1[cH:7][cH:8][cH:9][cH:10][cH:11]1>>[CH2:12]([c:13]1[cH:14][cH:15][cH:16][cH:17][cH:18]1)[c:19]1[c:20]([CH:21]=[O:22])[cH:23][cH:24][c:25]([Cl:27])[cH:26]1. Reactants: O=C([O-])[O-], CCOC(C)=O, CN(C)C=O, O=Cc1ccccc1F, [K+], [K+], CCOC(=O)CCCS. Yields the product CCOC(=O)CCCSc1ccccc1C=O. RXN SMILES: [C:10](=[O:11])([O-:12])[O-:13].[CH3:25][CH2:26][O:27][C:28](=[O:29])[CH3:30].[CH3:31][N:32]([CH3:33])[CH:34]=[O:35].[F:1][c:2]1[c:3]([CH:4]=[O:5])[cH:6][cH:7][cH:8][cH:9]1.[K+:14].[K+:15].[SH:16][CH2:17][CH2:18][CH2:19][C:20](=[O:21])[O:22][CH2:23][CH3:24]>>[c:2]1([S:16][CH2:17][CH2:18][CH2:19][C:20](=[O:21])[O:22][CH2:23][CH3:24])[c:3]([CH:4]=[O:5])[cH:6][cH:7][cH:8][cH:9]1.